This data is from the Open Reaction Database (ORD), a public repository of structured organic reaction records. The task is: describe an organic reaction: reactants, conditions, products, and yield Reactants: O=C([O-])[O-], CCO, CCOC(=O)c1cn(C2CC2)c2c(COC(C)=O)c(N3CCN(C)CC3)c(F)cc2c1=O, [K+], [K+]. Product: CCOC(=O)c1cn(C2CC2)c2c(CO)c(N3CCN(C)CC3)c(F)cc2c1=O. RXN SMILES: [C:33](=[O:34])([O-:35])[O-:36].[CH3:39][CH2:40][OH:41].[CH:1]1([n:4]2[cH:5][c:6]([C:28](=[O:29])[O:30][CH2:31][CH3:32])[c:7](=[O:27])[c:8]3[cH:9][c:10]([F:26])[c:11]([N:19]4[CH2:20][CH2:21][N:22]([CH3:25])[CH2:23][CH2:24]4)[c:12]([CH2:14][O:15][C:16](=[O:17])[CH3:18])[c:13]23)[CH2:2][CH2:3]1.[K+:37].[K+:38]>>[CH:1]1([n:4]2[cH:5][c:6]([C:28](=[O:29])[O:30][CH2:31][CH3:32])[c:7](=[O:27])[c:8]3[cH:9][c:10]([F:26])[c:11]([N:19]4[CH2:20][CH2:21][N:22]([CH3:25])[CH2:23][CH2:24]4)[c:12]([CH2:14][OH:15])[c:13]23)[CH2:2][CH2:3]1. The reactants are CCCCCCCCCCCCCCCCNc1ccc(C(=O)OC=CC(=O)OCC)cc1, [H][H], C1CCOC1. Product: CCCCCCCCCCCCCCCCNc1ccc(C(=O)OCCC(=O)OCC)cc1. Reaction SMILES: [CH2:1]([CH2:2][CH2:3][CH2:4][CH2:5][CH2:6][CH2:7][CH2:8][CH2:9][CH2:10][CH2:11][CH2:12][CH2:13][CH2:14][CH2:15][CH3:16])[NH:17][c:18]1[cH:19][cH:20][c:21]([C:22](=[O:23])[O:24][CH:25]=[CH:26][C:27](=[O:28])[O:29][CH2:30][CH3:31])[cH:32][cH:33]1.[H:34][H:35].[O:36]1[CH2:37][CH2:38][CH2:39][CH2:40]1>>[CH2:1]([CH2:2][CH2:3][CH2:4][CH2:5][CH2:6][CH2:7][CH2:8][CH2:9][CH2:10][CH2:11][CH2:12][CH2:13][CH2:14][CH2:15][CH3:16])[NH:17][c:18]1[cH:19][cH:20][c:21]([C:22](=[O:23])[O:24][CH2:25][CH2:26][C:27](=[O:28])[O:29][CH2:30][CH3:31])[cH:32][cH:33]1. Starting materials: COc1ccc(N(C(=O)CN2C(=O)Cc3nnc(-c4cccc(OCc5ccccc5)c4)n3-c3ccccc32)C(C)C)cn1, O=Cc1c[nH]c2ccccc12. The product is COc1ccc(N(C(=O)CN2C(=O)C(=Cc3c[nH]c4ccccc34)c3nnc(-c4cccc(OCc5ccccc5)c4)n3-c3ccccc32)C(C)C)cn1. As a reaction SMILES: [CH2:1]([c:2]1[cH:3][cH:4][cH:5][cH:6][cH:7]1)[O:8][c:9]1[cH:10][c:11](-[c:15]2[n:16][n:17][c:18]3[n:24]2-[c:23]2[c:22]([cH:28][cH:27][cH:26][cH:25]2)[N:21]([CH2:29][C:30](=[O:31])[N:32]([c:33]2[cH:34][n:35][c:36]([O:39][CH3:40])[cH:37][cH:38]2)[CH:41]([CH3:42])[CH3:43])[C:20](=[O:44])[CH2:19]3)[cH:12][cH:13][cH:14]1.[nH:45]1[cH:46][c:47]([CH:54]=[O:55])[c:48]2[cH:49][cH:50][cH:51][cH:52][c:53]12>>[CH2:1]([c:2]1[cH:3][cH:4][cH:5][cH:6][cH:7]1)[O:8][c:9]1[cH:10][c:11](-[c:15]2[n:16][n:17][c:18]3[n:24]2-[c:23]2[c:22]([cH:28][cH:27][cH:26][cH:25]2)[N:21]([CH2:29][C:30](=[O:31])[N:32]([c:33]2[cH:34][n:35][c:36]([O:39][CH3:40])[cH:37][cH:38]2)[CH:41]([CH3:42])[CH3:43])[C:20](=[O:44])[C:19]3=[CH:54][c:47]2[cH:46][nH:45][c:53]3[c:48]2[cH:49][cH:50][cH:51][cH:52]3)[cH:12][cH:13][cH:14]1. Starting materials: FC(F)(F)c1ccc2c(c1)CC1(CCN(Cc3ccccc3)CC1)O2, CCOC(=O)Cl, Cc1ccccc1. Yields the product FC(F)(F)c1ccc2c(c1)CC1(CCNCC1)O2. As a reaction SMILES: [CH2:1]([c:2]1[cH:3][cH:4][cH:5][cH:6][cH:7]1)[N:8]1[CH2:9][CH2:10][C:11]2([O:12][c:13]3[c:14]([cH:16][c:17]([C:20]([F:21])([F:22])[F:23])[cH:18][cH:19]3)[CH2:15]2)[CH2:24][CH2:25]1.[CH2:26]([O:27][C:28]([Cl:29])=[O:30])[CH3:31].[CH3:32][c:33]1[cH:34][cH:35][cH:36][cH:37][cH:38]1>>[NH:8]1[CH2:9][CH2:10][C:11]2([O:12][c:13]3[c:14]([cH:16][c:17]([C:20]([F:21])([F:22])[F:23])[cH:18][cH:19]3)[CH2:15]2)[CH2:24][CH2:25]1. Reactants: ClC=1C=CC(=C(C1)C1=NC2=NC=CC=C2C(=C1)B(O)O)F (2-(5-chloro-2-fluoro-phenyl)-[1,8]naphthyridine-4-boronic acid), BrC1=C2C=CN=CC2=CC=C1 (5-bromoisoquinoline), C([O-])(O)=O.[Na+] (sodium bicarbonate). Reagents/catalysts: C1=CC=C(C=C1)P(C2=CC=CC=C2)C3=CC=CC=C3.C1=CC=C(C=C1)P(C2=CC=CC=C2)C3=CC=CC=C3.Cl[Pd]Cl (bis-(triphenylphosphine)-palladium(II)-chloride). Run in CN(C)C=O (DMF), O (water), O (Water). Reaction conditions: temperature 80 celsius, time 18 hour. The product is ClC=1C=CC(=C(C1)C1=NC2=NC=CC=C2C(=C1)C1=C2C=CN=CC2=CC=C1)F (2-(5-chloro-2-fluoro-phenyl)-4-isoquinolin-5-yl-[1,8]naphthyridine). RXN SMILES: [Cl:1][C:2]1[CH:3]=[CH:4][C:5]([F:21])=[C:6]([C:8]2[CH:17]=[C:16](B(O)O)[C:15]3[C:10](=[N:11][CH:12]=[CH:13][CH:14]=3)[N:9]=2)[CH:7]=1.Br[C:23]1[CH:32]=[CH:31][CH:30]=[C:29]2[C:24]=1[CH:25]=[CH:26][N:27]=[CH:28]2.C(=O)(O)[O-].[Na+]>CN(C=O)C.O.C1C=CC(P(C2C=CC=CC=2)C2C=CC=CC=2)=CC=1.C1C=CC(P(C2C=CC=CC=2)C2C=CC=CC=2)=CC=1.Cl[Pd]Cl>[Cl:1][C:2]1[CH:3]=[CH:4][C:5]([F:21])=[C:6]([C:8]2[CH:17]=[C:16]([C:23]3[CH:32]=[CH:31][CH:30]=[C:29]4[C:24]=3[CH:25]=[CH:26][N:27]=[CH:28]4)[C:15]3[C:10](=[N:11][CH:12]=[CH:13][CH:14]=3)[N:9]=2)[CH:7]=1 |f:2.3,6.7.8|. Reported procedure: A slurry of 151 mg (0.50 mmol) 2-(5-chloro-2-fluoro-phenyl)-[1,8]naphthyridine-4-boronic acid, 84.9 mg (0.40 mmol) 5-bromoisoquinoline and 44.4 mg (0.53 mmol) sodium bicarbonate in 2 ml DMF and 1 ml water was heated to 80° C. under nitrogen. Then 16.3 mg (0.02 mmol) bis-(triphenylphosphine)-palladium(II)-chloride were added. The reaction mixture was stirred for 18 hours at 80° C. Water was then added to the reaction mixture and the resulting precipitate was filtered off. The residue was chromato... Starting materials: CCOCC (ether), CC1=C(C=C(C=C1)C)O (2,5-dimethylphenol), [N+](=O)(O)[O-] (nitric acid). The solvent is O (water), O (water). The product is CC=1C(=C(C(=CC1)C)O)[N+](=O)[O-] (3,6-dimethyl-2-nitrophenol). RXN SMILES: CCOCC.[CH3:6][C:7]1[CH:12]=[CH:11][C:10]([CH3:13])=[CH:9][C:8]=1[OH:14].[N+:15]([O-])([OH:17])=[O:16]>O>[CH3:13][C:10]1[C:9]([N+:15]([O-:17])=[O:16])=[C:8]([OH:14])[C:7]([CH3:6])=[CH:12][CH:11]=1. Procedure: To a stirred mixture of 130 ml of water, 130 ml of ether and 10.0 g of 2,5-dimethylphenol was added dropwise 5.2 ml of 70% nitric acid while cooling with ice. The temperature of the mixture was raised to room temperature and the reaction was continued for a day. After 500 ml of water was added, the reaction mixture was extracted with 500 ml of ethyl acetate, washed with water and a brine successively, and dried with anhydrous sodium sulfate. The drying agent was filtered off and the solvent was ... Reactants: FC1=C(C=CC(=C1)B1OC(C(O1)(C)C)(C)C)C=1N=CC(=NC1)N (5-(2-fluoro-4-(4,4,5,5-tetramethyl-1,3,2-dioxaborolan-2-yl)phenyl)-pyrazin-2-amine), BrC1=C(C=CC=C1)S(=O)(=O)N1CCN(CC1)C1CC1 (1-((2-bromophenyl)sulfonyl)-4-cyclopropylpiperazine). Product: C1(CC1)N1CCN(CC1)S(=O)(=O)C1=C(C=CC=C1)C1=CC(=C(C=C1)C=1N=CC(=NC1)N)F (5-{2′-[(4-Cyclopropylpiperazin-1-yl)sulfonyl]-3-fluorobiphenyl-4-yl}pyrazin-2-amine). RXN SMILES: [F:1][C:2]1[CH:7]=[C:6](B2OC(C)(C)C(C)(C)O2)[CH:5]=[CH:4][C:3]=1[C:17]1[N:18]=[CH:19][C:20]([NH2:23])=[N:21][CH:22]=1.Br[C:25]1[CH:30]=[CH:29][CH:28]=[CH:27][C:26]=1[S:31]([N:34]1[CH2:39][CH2:38][N:37]([CH:40]2[CH2:42][CH2:41]2)[CH2:36][CH2:35]1)(=[O:33])=[O:32]>>[CH:40]1([N:37]2[CH2:36][CH2:35][N:34]([S:31]([C:26]3[CH:27]=[CH:28][CH:29]=[CH:30][C:25]=3[C:6]3[CH:5]=[CH:4][C:3]([C:17]4[N:18]=[CH:19][C:20]([NH2:23])=[N:21][CH:22]=4)=[C:2]([F:1])[CH:7]=3)(=[O:33])=[O:32])[CH2:39][CH2:38]2)[CH2:42][CH2:41]1. Reported procedure: The title compound was prepared in a manner similar to that described in Example 448 using 5-(2-fluoro-4-(4,4,5,5-tetramethyl-1,3,2-dioxaborolan-2-yl)phenyl)-pyrazin-2-amine and 1-((2-bromophenyl)sulfonyl)-4-cyclopropylpiperazine. MS (ESI): mass calcd. for C23H24FN5O2S, 453.16; m/z found, 454.1 [M+H]+. 1H NMR (400 MHz, CD3OD) δ 8.40 (s, 1H), 8.18-8.12 (m, 2H), 7.97 (m, 1H), 7.79-7.74 (m, 1H), 7.68-7.63 (m, 1H), 7.49-7.46 (m, 1H), 7.34-7.30 (m, 2H), 3.28-2.98 (d, J=1.6, 8H), 2.82-2.75 (m, 1H), 0.... Starting materials: C(C1=CC=CC=C1)N(C1=C(C(=CC=C1)[N+](=O)[O-])C1OCCO1)CC1=CC=CC=C1 (N,N-dibenzyl-N-[2-(1,3-dioxolan-2-yl)-3-nitrophenyl]amine), S(O)(O)(=O)=O (sulfuric acid). Run in O1CCCC1 (tetrahydrofuran). Conditions: time 8 hour. Yields the product C(C1=CC=CC=C1)N(C1=C(C(=CC=C1)[N+](=O)[O-])C=O)CC1=CC=CC=C1 (N,N-dibenzyl-2-formyl-3-nitroaniline). As a reaction SMILES: [CH2:1]([N:8]([CH2:23][C:24]1[CH:29]=[CH:28][CH:27]=[CH:26][CH:25]=1)[C:9]1[CH:14]=[CH:13][CH:12]=[C:11]([N+:15]([O-:17])=[O:16])[C:10]=1[CH:18]1OCC[O:19]1)[C:2]1[CH:7]=[CH:6][CH:5]=[CH:4][CH:3]=1.S(=O)(=O)(O)O>O1CCCC1>[CH2:23]([N:8]([CH2:1][C:2]1[CH:7]=[CH:6][CH:5]=[CH:4][CH:3]=1)[C:9]1[CH:14]=[CH:13][CH:12]=[C:11]([N+:15]([O-:17])=[O:16])[C:10]=1[CH:18]=[O:19])[C:24]1[CH:25]=[CH:26][CH:27]=[CH:28][CH:29]=1. Procedure details: The product from Example 40A (1.88 g, 4.83 mmoles) in tetrahydrofuran (30 mL) was treated with an aqueous solution of 2N sulfuric acid (1.24 mL) and allowed to stirr overnight at 65° C. The mixture was cooled to room temperature, quenched with saturated sodium bicarbonate, and concentrated under reduced pressure. The residue was mixed with diethylether and washed with water, brine, dried with sodium sulfate, filtered, and the filtrate was concentrated under reduced pressure to provide the title ...